The task is: describe an organic reaction: reactants, conditions, products, and yield. This data is from the Open Reaction Database (ORD), a public repository of structured organic reaction records. Starting materials: C(C1=CC=CC=C1)(=O)C(C(=O)OCC)=COCC (ethyl 2-benzoyl-3-ethoxyacrylate), FC(C1=C(N)C=CC=C1)(F)F (2-trifluoromethylaniline). Run in C1(=CC=CC=C1)C (toluene). The product is C(C1=CC=CC=C1)(=O)C(C(=O)OCC)=CNC1=C(C=CC=C1)C(F)(F)F (ethyl 2-benzoyl-3-[2-(trifluoromethyl)phenylamino]acrylate). The yield is 99.9%. RXN SMILES: [C:1]([C:9](=[CH:15]OCC)[C:10]([O:12][CH2:13][CH3:14])=[O:11])(=[O:8])[C:2]1[CH:7]=[CH:6][CH:5]=[CH:4][CH:3]=1.[F:19][C:20]([F:29])([F:28])[C:21]1[CH:27]=[CH:26][CH:25]=[CH:24][C:22]=1[NH2:23]>C1(C)C=CC=CC=1>[C:1]([C:9](=[CH:15][NH:23][C:22]1[CH:24]=[CH:25][CH:26]=[CH:27][C:21]=1[C:20]([F:19])([F:28])[F:29])[C:10]([O:12][CH2:13][CH3:14])=[O:11])(=[O:8])[C:2]1[CH:3]=[CH:4][CH:5]=[CH:6][CH:7]=1. Procedure details: To a solution of ethyl 2-benzoyl-3-ethoxyacrylate (3.70 g, 14.9 mmol) in toluene (14.9 mL), 2-trifluoromethylaniline (2.06 mL, 16.4 mmol) was added. After irradiated at 150° C. for 1 hour using a microwave (Biotage® initiator), the reaction solution was concentrated in vacuo. The title compound (5.41 g, yield 99%) was obtained as a cis/trans mixture (1:1) as an orange oil. Starting materials: CC(Br)Br, C[SiH](C)C, [Cl-], Clc1cc(Cl)ncn1, Fc1cccc(F)c1CBr, C1CCOC1, O, [Zn]. Yields the product Fc1cccc(F)c1Cc1cc(Cl)ncn1. Reaction SMILES: [Br:1][CH:2]([Br:3])[CH3:4].[CH3:6][SiH:7]([CH3:8])[CH3:9].[Cl-:5].[Cl:20][c:21]1[n:22][cH:23][n:24][c:25]([Cl:27])[cH:26]1.[F:10][c:11]1[c:12]([CH2:13][Br:14])[c:15]([F:19])[cH:16][cH:17][cH:18]1.[O:28]1[CH2:29][CH2:30][CH2:31][CH2:32]1.[OH2:34].[Zn:33]>>[F:10][c:11]1[c:12]([CH2:13][c:25]2[n:24][cH:23][n:22][c:21]([Cl:20])[cH:26]2)[c:15]([F:19])[cH:16][cH:17][cH:18]1. The reactants are C(=O)(OC(C)(C)C)N(C1CCC(CC1)N(C(=O)C1=C(C2=C(S1)C=CC=C2)Cl)CC=2C=C(C=CC2OC)B(O)O)C (3-{[[4-(BOC-methyl-amino)-cyclohexyl]-(3-chlorobenzo[b]thiophene-2-carbonyl)-amino]-methyl}-4-methoxy-benzene boronic acid), Cl.BrC1=CC=NC=C1 (4-bromopyridine hydrochloride). Yields the product ClC=1C2=C(SC1C(=O)N(C1CCC(CC1)N(C(OC(C)(C)C)=O)C)CC1=C(C=CC(=C1)C1=CC=NC=C1)OC)C=CC=C2 (tert-Butyl {4-[(3-Chloro-benzo[b]thiophene-2-carbonyl)-(2-methoxy-5-pyridin-4-yl-benzyl)-amino]-cyclohexyl}-methyl-carbamate). Reaction SMILES: [C:1]([N:8]([CH3:40])[CH:9]1[CH2:14][CH2:13][CH:12]([N:15]([CH2:28][C:29]2[CH:30]=[C:31](B(O)O)[CH:32]=[CH:33][C:34]=2[O:35][CH3:36])[C:16]([C:18]2[S:22][C:21]3[CH:23]=[CH:24][CH:25]=[CH:26][C:20]=3[C:19]=2[Cl:27])=[O:17])[CH2:11][CH2:10]1)([O:3][C:4]([CH3:7])([CH3:6])[CH3:5])=[O:2].Cl.Br[C:43]1[CH:48]=[CH:47][N:46]=[CH:45][CH:44]=1>>[Cl:27][C:19]1[C:20]2[CH:26]=[CH:25][CH:24]=[CH:23][C:21]=2[S:22][C:18]=1[C:16]([N:15]([CH2:28][C:29]1[CH:30]=[C:31]([C:43]2[CH:48]=[CH:47][N:46]=[CH:45][CH:44]=2)[CH:32]=[CH:33][C:34]=1[O:35][CH3:36])[CH:12]1[CH2:13][CH2:14][CH:9]([N:8]([CH3:40])[C:1](=[O:2])[O:3][C:4]([CH3:5])([CH3:6])[CH3:7])[CH2:10][CH2:11]1)=[O:17] |f:1.2|. Procedure details: Boronic acid 5 (350 mg, 0.59 mmol) is coupled to 4-bromopyridine hydrochloride (115 mg, 0.59 mmol) using Method B to give the title compound. The reactants are 600E, CS(=O)(=O)N (methanesulfonamide), C1CCC2=NCCCN2CC1 (DBU), C(C)(C)C1=CC=C(C=C1)S(=O)(=O)NC(C(OC1=C(C=C(C=C1)C(=O)O)CCC)C1=CC2=C(C=C1)OCO2)=O (N-(4-iso-propylbenzenesulfonyl)-α-(4-carboxy-2-n-propylphenoxy)-3,4-methylenedioxyphenylacetamide), product, C(=O)(N1C=NC=C1)N1C=NC=C1 (1,1'-carbonyldiimidazole), O1CCCC1 (tetrahydrofuran). Conditions: time 1 hour. The product is C(C)(C)C1=CC=C(C=C1)S(=O)(=O)NC(C(OC1=C(C=C(C=C1)C(NS(=O)(=O)C)=O)CCC)C1=CC2=C(C=C1)OCO2)=O (N-(4-iso-propylbenzenesulfonyl)-α-(4-(methylsulfonylcarbamyl)-2-n-propylphenoxy)-3,4-methylenedioxyphenylacetamide). Yield: 96.0%. RXN SMILES: C(C1C=CC(S(N[C:14](=[O:38])[CH:15]([C:29]2[CH:34]=[CH:33][C:32]3[O:35][CH2:36][O:37][C:31]=3[CH:30]=2)[O:16][C:17]2[CH:22]=[CH:21][C:20]([C:23](O)=[O:24])=[CH:19][C:18]=2[CH2:26][CH2:27][CH3:28])(=O)=O)=CC=1)(C)C.C(N1C=CN=C1)(N1C=CN=C1)=O.[CH3:51][S:52]([NH2:55])(=[O:54])=[O:53].[CH2:56]1[CH2:66][CH2:65]N2C(=NCCC2)[CH2:58][CH2:57]1.O1C[CH2:70][CH2:69][CH2:68]1>>[CH:69]([C:56]1[CH:57]=[CH:58][C:51]([S:52]([NH:55][C:14](=[O:38])[CH:15]([C:29]2[CH:34]=[CH:33][C:32]3[O:35][CH2:36][O:37][C:31]=3[CH:30]=2)[O:16][C:17]2[CH:22]=[CH:21][C:20]([C:23](=[O:24])[NH:55][S:52]([CH3:51])(=[O:54])=[O:53])=[CH:19][C:18]=2[CH2:26][CH2:27][CH3:28])(=[O:54])=[O:53])=[CH:65][CH:66]=1)([CH3:70])[CH3:68]. Procedure details: A solution of 146 mg (0.271 mmol) of N-(4-iso-propylbenzenesulfonyl)-α-(4-carboxy-2-n-propylphenoxy)-3,4-methylenedioxyphenylacetamide (free acid form of the product of Example 58) and 66 mg (0.406 mmol) of 1,1'-carbonyldiimidazole in 1 mL of dry tetrahydrofuran was refluxed for 1.5 hours. The reaction mixture was cooled to room temperature and 39 mg (0.406 mmol) of methanesulfonamide and 101 μL (0.667 mmol) of DBU were added and the mixture was refluxed again. The reaction progress was monitore... Reactants: [Br-], CC(C)(C)[Si](C)(C)O[Si](C)(C)C(C)(C)C, CC(C)(C)[O-], C[P+](c1ccccc1)(c1ccccc1)c1ccccc1, O=C(CCO)c1ccc(Cl)c(Cl)c1, [K+], O, c1ccccc1. Yields the product CC(C)(C)[Si](C)(C)O[Si](C)(C)C(C)(C)C, C=C(CCO)c1ccc(Cl)c(Cl)c1. As a reaction SMILES: [Br-:36].[C:7]([CH3:8])([CH3:9])([CH3:10])[Si:11]([CH3:12])([CH3:13])[O:14][Si:15]([C:16]([CH3:17])([CH3:18])[CH3:19])([CH3:20])[CH3:21].[CH3:1][C:2]([CH3:3])([O-:4])[CH3:5].[CH3:37][P+:38]([c:39]1[cH:40][cH:41][cH:42][cH:43][cH:44]1)([c:45]1[cH:46][cH:47][cH:48][cH:49][cH:50]1)[c:51]1[cH:52][cH:53][cH:54][cH:55][cH:56]1.[Cl:22][c:23]1[cH:24][c:25]([C:30]([CH2:31][CH2:32][OH:33])=[O:34])[cH:26][cH:27][c:28]1[Cl:29].[K+:6].[OH2:35].[cH:57]1[cH:58][cH:59][cH:60][cH:61][cH:62]1>>[C:7]([CH3:8])([CH3:9])([CH3:10])[Si:11]([CH3:12])([CH3:13])[O:14][Si:15]([C:16]([CH3:17])([CH3:18])[CH3:19])([CH3:20])[CH3:21].[CH2:1]=[C:30]([c:25]1[cH:24][c:23]([Cl:22])[c:28]([Cl:29])[cH:27][cH:26]1)[CH2:31][CH2:32][OH:33]. Reactants: COC(C1=CC(=C(C=C1)S(N[C@@H](CC(=O)OC(C)(C)C)C(N)=O)(=O)=O)OCC1=CC=CC=C1)=O (3-benzyloxy-4-((S)-2-tert-butoxycarbonyl-1-carbamoyl-ethylsulfamoyl)-benzoic acid methyl ester). The reagents and catalysts are [Pd] (Pd/C). Run in CCO (EtOH). Product: COC(C1=CC(=C(C=C1)S(N[C@@H](CC(=O)OC(C)(C)C)C(N)=O)(=O)=O)O)=O (4-((S)-2-tert-Butoxycarbonyl-1-carbamoyl-ethylsulfamoyl)-3-hydroxy-benzoic acid methyl ester). Reaction SMILES: [CH3:1][O:2][C:3](=[O:34])[C:4]1[CH:9]=[CH:8][C:7]([S:10](=[O:25])(=[O:24])[NH:11][C@H:12]([C:21](=[O:23])[NH2:22])[CH2:13][C:14]([O:16][C:17]([CH3:20])([CH3:19])[CH3:18])=[O:15])=[C:6]([O:26]CC2C=CC=CC=2)[CH:5]=1>CCO.[Pd]>[CH3:1][O:2][C:3](=[O:34])[C:4]1[CH:9]=[CH:8][C:7]([S:10](=[O:24])(=[O:25])[NH:11][C@H:12]([C:21](=[O:23])[NH2:22])[CH2:13][C:14]([O:16][C:17]([CH3:20])([CH3:19])[CH3:18])=[O:15])=[C:6]([OH:26])[CH:5]=1. Reported procedure: A solution of 3-benzyloxy-4-((S)-2-tert-butoxycarbonyl-1-carbamoyl-ethylsulfamoyl)-benzoic acid methyl ester (7.40 g, 15.0 mmol) in EtOH (100 mL) was shaken with 20% Pd/C (1.0 g) under H2 (50 psi) for 1.5 h using a Parr apparatus. The reaction mixture was filtered through celite and concentrated. 4-((S)-2-tert-Butoxycarbonyl-1-carbamoyl-ethylsulfamoyl)-3-hydroxy-benzoic acid methyl ester was obtained (6.03 g, 99%) as an off white foam. MS m/z 401.2 (M−1).